This data is from the Open Reaction Database (ORD), a public repository of structured organic reaction records. The task is: describe an organic reaction: reactants, conditions, products, and yield The reactants are FC1=C(C=CC(=C1)F)C1=CC=CC=C1 (2',4'-difluorobiphenyl), C1CCOC1 (THF), C1CCOC1 (THF), ClC(=O)OCC (ethyl chloroformate), Cl (hydrochloric acid). The product is FC1=C(C=CC(=C1)F)C1=CC=C(C=C1)C(CC(=O)O)C (3-(2',4'-difluoro-4-biphenylyl)butyric acid). Reported procedure: Grignard solution, prepared from 3.11 g. of 4-(1-bromo-2-propyl)-2-propyl)-2',4'-difluorobiphenyl, in 40 ml. of THF is added slowly to a solution of 1.2 g. of ethyl chloroformate in 20 ml. of THF. 15 ml. of concentrated hydrochloric acid are added. The mixture is heated under reflux for 24 hours and worked up in the customary manner to give 3-(2',4'-difluoro-4-biphenylyl)butyric acid, m.p. 109°-110°. As a reaction SMILES: [F:1][C:2]1[CH:7]=[C:6]([F:8])[CH:5]=[CH:4][C:3]=1[C:9]1[CH:14]=[CH:13][CH:12]=[CH:11][CH:10]=1.ClC(OCC)=[O:17].Cl.[CH2:22]1[CH2:26][O:25][CH2:24][CH2:23]1>>[F:1][C:2]1[CH:7]=[C:6]([F:8])[CH:5]=[CH:4][C:3]=1[C:9]1[CH:14]=[CH:13][C:12]([CH:23]([CH3:24])[CH2:22][C:26]([OH:25])=[O:17])=[CH:11][CH:10]=1. Reactants: CSc1nc2ccccc2s1, O=[N+]([O-])O, O=S(=O)(O)O. The product is CSc1nc2ccc([N+](=O)[O-])cc2s1. RXN SMILES: [CH3:5][S:6][c:7]1[s:8][c:9]2[c:10]([n:11]1)[cH:12][cH:13][cH:14][cH:15]2.[OH:1][N+:2]([O-:3])=[O:4].[S:16](=[O:17])(=[O:18])([OH:19])[OH:20]>>[O-:1][N+:2](=[O:4])[c:14]1[cH:13][cH:12][c:10]2[c:9]([s:8][c:7]([S:6][CH3:5])[n:11]2)[cH:15]1. Reactants: C(C)OC(CN1N=CC=2C(CCCC12)N)=O ((4-amino-4,5,6,7-tetrahydro-indazol-1-yl)-acetic acid ethyl ester), [N+](=O)([O-])C=1C=C(C=CC1)S(=O)(=O)Cl (3-nitro-benzenesulfonyl chloride). Yields the product C(C)OC(CN1N=CC=2C(CCCC12)NS(=O)(=O)C1=CC(=CC=C1)[N+](=O)[O-])=O ([4-(3-nitro-benzenesulfonylamino)-4,5,6,7-tetrahydro-indazol-1-yl]-acetic acid ethyl ester). Yield: 63.6%. RXN SMILES: [CH2:1]([O:3][C:4](=[O:16])[CH2:5][N:6]1[C:14]2[CH2:13][CH2:12][CH2:11][CH:10]([NH2:15])[C:9]=2[CH:8]=[N:7]1)[CH3:2].[N+:17]([C:20]1[CH:21]=[C:22]([S:26](Cl)(=[O:28])=[O:27])[CH:23]=[CH:24][CH:25]=1)([O-:19])=[O:18]>>[CH2:1]([O:3][C:4](=[O:16])[CH2:5][N:6]1[C:14]2[CH2:13][CH2:12][CH2:11][CH:10]([NH:15][S:26]([C:22]3[CH:23]=[CH:24][CH:25]=[C:20]([N+:17]([O-:19])=[O:18])[CH:21]=3)(=[O:27])=[O:28])[C:9]=2[CH:8]=[N:7]1)[CH3:2]. Procedure: Starting with (4-amino-4,5,6,7-tetrahydro-indazol-1-yl)-acetic acid ethyl ester and 3-nitro-benzenesulfonyl chloride using the method analogous to the one described above for example 1-1, [4-(3-nitro-benzenesulfonylamino)-4,5,6,7-tetrahydro-indazol-1-yl]-acetic acid ethyl ester (519 mg, 63.6%) was obtained as a white solid. MS cald. for C17H20N4O6S 408, obsd. (ESI+) [(M+H)+] 409. Reactants: C(C1=CC=CC=C1)(=O)OC[C@@H](O[C@@H]1[C@H]([C@@H]2CN(C[C@H]2CC1)C(=O)NC(CCl)=O)C1=C(C=CC=C1)C)C1=CC(=CC(=C1)C(F)(F)F)C(F)(F)F ((2S)-2-[3,5-bis(trifluoromethyl)phenyl]-2-{[(3aR,4R,5S,7aS)-2-{[(chloroacetyl)amino]carbonyl}-4-(2-methylphenyl)octahydro-1H-isoindol-5-yl]oxy}ethyl benzoate), C1CCC2=NCCCN2CC1 (DBU). Run in C1CCOC1 (THF). Yields the product C(C1=CC=CC=C1)(=O)OC[C@@H](O[C@@H]1[C@H]([C@@H]2CN(C[C@H]2CC1)C=1OCC(N1)=O)C1=C(C=CC=C1)C)C1=CC(=CC(=C1)C(F)(F)F)C(F)(F)F ((2S)-2-[3,5-bis(trifluoromethyl)phenyl]-2-{[(3aR,4R,5S,7aS)-4-(2-methylphenyl)-2-(4-oxo-4,5-dihydro-1,3-oxazol-2-yl)octahydro-1H-isoindol-5-yl]oxy}ethyl benzoate). RXN SMILES: [C:1]([O:9][CH2:10][C@H:11]([C:36]1[CH:41]=[C:40]([C:42]([F:45])([F:44])[F:43])[CH:39]=[C:38]([C:46]([F:49])([F:48])[F:47])[CH:37]=1)[O:12][C@H:13]1[CH2:21][CH2:20][C@H:19]2[C@@H:15]([CH2:16][N:17]([C:22]([NH:24][C:25](=[O:28])[CH2:26]Cl)=[O:23])[CH2:18]2)[C@@H:14]1[C:29]1[CH:34]=[CH:33][CH:32]=[CH:31][C:30]=1[CH3:35])(=[O:8])[C:2]1[CH:7]=[CH:6][CH:5]=[CH:4][CH:3]=1.C1CCN2C(=NCCC2)CC1>C1COCC1>[C:1]([O:9][CH2:10][C@H:11]([C:36]1[CH:41]=[C:40]([C:42]([F:45])([F:44])[F:43])[CH:39]=[C:38]([C:46]([F:49])([F:48])[F:47])[CH:37]=1)[O:12][C@H:13]1[CH2:21][CH2:20][C@H:19]2[C@@H:15]([CH2:16][N:17]([C:22]3[O:23][CH2:26][C:25](=[O:28])[N:24]=3)[CH2:18]2)[C@@H:14]1[C:29]1[CH:34]=[CH:33][CH:32]=[CH:31][C:30]=1[CH3:35])(=[O:8])[C:2]1[CH:7]=[CH:6][CH:5]=[CH:4][CH:3]=1. Procedure details: A solution of the intermediate from Step C (8.84 g, 12.43 mmol) in THF (600 mL) and DBU (3.75 mL, 24.86 mmol) was heated at 50° C. for 2.5 hr. The volatiles were removed, and the crude material was purified by column chromatography [(6% methanol/EtOAc)/EtOAC 0 to 66% for 2900 mL, then 66% to 80% for 1200 mL] to give the title compound. M++1: 613.60. The reactants are C([O-])([O-])=O.[Na+].[Na+] (sodium carbonate), FC1=C(C=CC(=C1)F)B(O)O (2,4-Difluorophenylboronic acid), BrC1=CC=CC=C1 (bromobenzene), C(C)(=O)OCC (ethyl acetate). The reagents and catalysts are C1=CC=C(C=C1)P([C-]2C=CC=C2)C3=CC=CC=C3.C1=CC=C(C=C1)P([C-]2C=CC=C2)C3=CC=CC=C3.Cl[Pd]Cl.[Fe+2] (Pd(dppf)Cl2). Run in O (water), COCCOC (DME), O (water). Conditions: temperature 90 celsius. Yields the product FC1=C(C=CC(=C1)F)C1=CC=CC=C1 (2,4-difluorobiphenyl). As a reaction SMILES: [F:1][C:2]1[CH:7]=[C:6]([F:8])[CH:5]=[CH:4][C:3]=1B(O)O.Br[C:13]1[CH:18]=[CH:17][CH:16]=[CH:15][CH:14]=1.C(=O)([O-])[O-].[Na+].[Na+].C(OCC)(=O)C>COCCOC.O.C1C=CC(P(C2C=CC=CC=2)[C-]2C=CC=C2)=CC=1.C1C=CC(P(C2C=CC=CC=2)[C-]2C=CC=C2)=CC=1.Cl[Pd]Cl.[Fe+2]>[F:1][C:2]1[CH:7]=[C:6]([F:8])[CH:5]=[CH:4][C:3]=1[C:13]1[CH:18]=[CH:17][CH:16]=[CH:15][CH:14]=1 |f:2.3.4,8.9.10.11|. Procedure details: 2,4-Difluorophenylboronic acid (15 g, 129 mmol) was added to a solution of bromobenzene (19.8 g, 126 mmol) in DME (500 mL). To this was added a solution of sodium carbonate (55.8 g, 520 mmol) in water (260 mL). The solution was degassed by bubbling argon through the mixture and then stirred under argon. Pd(dppf)Cl2 (1.5 g, 2.1 mmol) was added and the mixture heated overnight at 90° C. under argon. The mixture was cooled to room temperature and water (150 mL) and ethyl acetate (500 mL) were added... Reactants: Bis(dibenzylidineacetone)palladium, C1(CCCCC1)P(C1=C(C=CC=C1)C1=C(C=CC=C1)N(C)C)C1CCCCC1 ((2′-dicyclohexylphosphanyl-biphenyl-2-yl)-dimethylamine), CC(C)([O-])C.[K+] (Potassium tert-butoxide), BrC1=CC(=C(C(=N1)C)NC(CC(C)(C)C)=O)C (N-(6-bromo-2,4-dimethylpyridin-3-yl)-3,3-dimethylbutanamide), N1=CN=CC2=C1CCNC2 (5,6,7,8-tetrahydropyrido[4,3-d]pyrimidine). The solvent is C1(=CC=CC=C1)C (toluene). Run at time 15 minute. Yields the product N1=CN=CC2=C1CCN(C2)C2=CC(=C(C(=N2)C)NC(CC(C)(C)C)=O)C (N-(6-(7,8-dihydropyrido[4,3-d]pyrimidin-6(5H)-yl)-2,4-dimethylpyridin-3-yl)-3,3-dimethylbutanamide). Reaction SMILES: C1(P(C2CCCCC2)C2C=CC=CC=2C2C=CC=CC=2N(C)C)CCCCC1.CC(C)([O-])C.[K+].Br[C:36]1[N:41]=[C:40]([CH3:42])[C:39]([NH:43][C:44](=[O:50])[CH2:45][C:46]([CH3:49])([CH3:48])[CH3:47])=[C:38]([CH3:51])[CH:37]=1.[N:52]1[C:57]2[CH2:58][CH2:59][NH:60][CH2:61][C:56]=2[CH:55]=[N:54][CH:53]=1>C1(C)C=CC=CC=1>[N:52]1[C:57]2[CH2:58][CH2:59][N:60]([C:36]3[N:41]=[C:40]([CH3:42])[C:39]([NH:43][C:44](=[O:50])[CH2:45][C:46]([CH3:49])([CH3:48])[CH3:47])=[C:38]([CH3:51])[CH:37]=3)[CH2:61][C:56]=2[CH:55]=[N:54][CH:53]=1 |f:1.2|. Procedure: Bis(dibenzylidineacetone)palladium (5 mg, 0.009 mmol) and (2′-dicyclohexylphosphanyl-biphenyl-2-yl)-dimethylamine (9 mg, 0.018 mmol) were added to dry toluene (1 mL purged with argon) and stirred for 15 minutes under argon. Potassium tert-butoxide (46 mg, 0.41 mmol), 1d (66 mg, 0.22 mmol) and 5,6,7,8-tetrahydropyrido[4,3-d]pyrimidine (25 mg, 0.19 mmol) were then added and the reaction mixture was stirred at 80° C. over night. The reaction mixture was then cooled to room temperature, concentrated...